From a dataset of the Open Reaction Database (ORD), a public repository of structured organic reaction records. describe an organic reaction: reactants, conditions, products, and yield The reactants are N1C=NC2=C1C=CC(=C2)N (1H-Benzoimidazol-5-ylamine), OC=1C=CC=C2C=CC(=NC12)C=O (8-Hydroxy-quinoline-2-carbaldehyde), C(C)OC(C(CC(C)=O)=O)=O (2,4-Dioxo-pentanoic acid ethyl ester). The solvent is C(C)O (ethanol). Conditions: temperature 50 celsius, time 24 hour. The product is C(C)(=O)C1=C(C(N(C1C1=NC2=C(C=CC=C2C=C1)O)C1=CC2=C(NC=N2)C=C1)=O)O (4-Acetyl-1-(1H-benzoimidazol-5-yl)-3-hydroxy-5-(8-hydroxy-quinolin-2-yl)-1,5-dihydro-pyrrol-2-one). RXN SMILES: [NH:1]1[C:5]2[CH:6]=[CH:7][C:8]([NH2:10])=[CH:9][C:4]=2[N:3]=[CH:2]1.[OH:11][C:12]1[CH:13]=[CH:14][CH:15]=[C:16]2[C:21]=1[N:20]=[C:19]([CH:22]=O)[CH:18]=[CH:17]2.C([O:26][C:27](=O)[C:28](=[O:33])[CH2:29][C:30](=[O:32])[CH3:31])C>C(O)C>[C:30]([C:29]1[CH:22]([C:19]2[CH:18]=[CH:17][C:16]3[C:21](=[C:12]([OH:11])[CH:13]=[CH:14][CH:15]=3)[N:20]=2)[N:10]([C:8]2[CH:7]=[CH:6][C:5]3[NH:1][CH:2]=[N:3][C:4]=3[CH:9]=2)[C:27](=[O:26])[C:28]=1[OH:33])(=[O:32])[CH3:31]. Reported procedure: 1H-Benzoimidazol-5-ylamine (1 mmol) and 8-Hydroxy-quinoline-2-carbaldehyde (1 mmol) were added to ethanol (5 ml). After 30 min 2,4-Dioxo-pentanoic acid ethyl ester (1 mmol) was added. The reaction was heated to 50° C. and stirred for 24 h. After evaporation of the solvent the residue was purified with chromatographic methods. Starting materials: FC1=C(C#N)C=C(C=C1)C(F)(F)F (2-Fluoro-5-trifluoromethyl-benzonitrile), CNN (methylhydrazine). Run in CC(C)O (IPA). Yields the product CN1N=C(C2=CC(=CC=C12)C(F)(F)F)N (1-Methyl-5-trifluoromethyl-1H-indazol-3-ylamine). Reaction SMILES: F[C:2]1[CH:9]=[CH:8][C:7]([C:10]([F:13])([F:12])[F:11])=[CH:6][C:3]=1[C:4]#[N:5].[CH3:14][NH:15][NH2:16]>CC(O)C>[CH3:14][N:15]1[C:2]2[C:3](=[CH:6][C:7]([C:10]([F:11])([F:12])[F:13])=[CH:8][CH:9]=2)[C:4]([NH2:5])=[N:16]1. Procedure: 2-Fluoro-5-trifluoromethyl-benzonitrile (Matrix, 6.5 g, 34.4 mmol) and methylhydrazine (Aldrich, 2.72 mL, 51.6 mmol) in IPA (10 mL) were heated to reflux for 2 hours. The solvent was removed to afford the title compound as white solid. Reactants: CSC1=NC(=C(C(=N1)N1CCC(CC1)C1=CC=CC=C1)C#N)OCC(F)(F)F (2-methylsulfanyl-4-(4-phenyl-piperidin-1-yl)-6-(2,2,2-trifluoro-ethoxy)-pyrimidine-5-carbonitrile), ClC1=CC(=CC=C1)C(=O)OO (3-chloro-perbenzoic acid), CS(=O)(=O)C1=NC(=C(C(=N1)N1CCC(CC1)C1=CC=CC=C1)C#N)OCC(F)(F)F (2-methanesulfonyl-4-(4-phenyl-piperidin-1-yl)-6-(2,2,2-trifluoro-ethoxy)-pyrimidine-5-carbonitrile), C(O)CN (ethanolamine). Solvent: O1CCOCC1 (dioxane). The product is OCCNC1=NC(=C(C(=N1)N1CCC(CC1)C1=CC=CC=C1)C#N)OCC(F)(F)F (2-(2-hydroxy-ethylamino)-4-(4-phenyl-piperidin-1-yl)-6-(2,2,2-trifluoro-ethoxy)-pyrimidine-5-carbonitrile). As a reaction SMILES: CS[C:3]1[N:8]=[C:7]([N:9]2[CH2:14][CH2:13][CH:12]([C:15]3[CH:20]=[CH:19][CH:18]=[CH:17][CH:16]=3)[CH2:11][CH2:10]2)[C:6]([C:21]#[N:22])=[C:5]([O:23][CH2:24][C:25]([F:28])([F:27])[F:26])[N:4]=1.ClC1C=CC=C(C(OO)=O)C=1.CS(C1N=C(N2CCC(C3C=CC=CC=3)CC2)C(C#N)=C(OCC(F)(F)F)N=1)(=O)=O.[CH2:70]([CH2:72][NH2:73])[OH:71]>O1CCOCC1>[OH:71][CH2:70][CH2:72][NH:73][C:3]1[N:8]=[C:7]([N:9]2[CH2:14][CH2:13][CH:12]([C:15]3[CH:16]=[CH:17][CH:18]=[CH:19][CH:20]=3)[CH2:11][CH2:10]2)[C:6]([C:21]#[N:22])=[C:5]([O:23][CH2:24][C:25]([F:28])([F:27])[F:26])[N:4]=1. Procedure: In analogy to the procedure described in example 57c, 2-methylsulfanyl-4-(4-phenyl-piperidin-1-yl)-6-(2,2,2-trifluoro-ethoxy)-pyrimidine-5-carbonitrile was oxidized by 3-chloro-perbenzoic acid to 2-methanesulfonyl-4-(4-phenyl-piperidin-1-yl)-6-(2,2,2-trifluoro-ethoxy)-pyrimidine-5-carbonitrile which was then treated in crude form with ethanolamine in dioxane at 40° C. during 18 hours to yield the 2-(2-hydroxy-ethylamino)-4-(4-phenyl-piperidin-1-yl)-6-(2,2,2-trifluoro-ethoxy)-pyrimidine-5-carboni... Starting materials: BrC1=C(C=CC=C1)[N+](=O)[O-] (1-bromo-2-nitrobenzene), C(C1=CC=CC=C1)N1CC(CC1)C1=C(C=CC=C1)[N+](=O)[O-] (1-benzyl-3-(2-nitrophenyl)pyrrolidine). Yields the product [N+](=O)([O-])C1=C(C=CC=C1)C1CNCC1 (3-(2-nitrophenyl)pyrrolidine). Isolated yield 27.0%. Reaction SMILES: BrC1C=CC=CC=1[N+]([O-])=O.C([N:18]1[CH2:22][CH2:21][CH:20]([C:23]2[CH:28]=[CH:27][CH:26]=[CH:25][C:24]=2[N+:29]([O-:31])=[O:30])[CH2:19]1)C1C=CC=CC=1>>[N+:29]([C:24]1[CH:25]=[CH:26][CH:27]=[CH:28][C:23]=1[CH:20]1[CH2:21][CH2:22][NH:18][CH2:19]1)([O-:31])=[O:30]. Reported procedure: Synthesized from 1-bromo-2-nitrobenzene according to an analogous synthetic method to Preparation Example 103, 1-benzyl-3-(2-nitrophenyl)pyrrolidine (1.0 g) was used according to an analogous synthetic method to Preparation Example 104 to provide 3-(2-nitrophenyl)pyrrolidine (184 mg). Synthesized from 3-(2-nitrophenyl)pyrrolidine and 3-bromoanisole according to an analogous synthetic method to Example 116 described below, 1-(3-methoxyphenyl)-3-(2-nitrophenyl)pyrrolidine (141 mg) was used accordi...